This data is from the Open Reaction Database (ORD), a public repository of structured organic reaction records. The task is: describe an organic reaction: reactants, conditions, products, and yield Reactants: NC=1SC=2CCN(CCC2N1)CC1=CC=CC=C1 (2-amino-6-benzyl-4,5,7,8-tetrahydro-6H-thiazolo[5,4-d]azepine), C(C)(=O)OC(C)=O (acetic anhydride), A-1321509, C1(=C(C(=C(C(=C1F)F)F)N)F)N.Cl.Cl (dihydrochloride). The product is C(C)(=O)NC=1SC=2CCN(CCC2N1)CC1=CC=CC=C1 (2-Acetylamino-6-benzyl-4,5,7,8-tetrahydro-6H-thiazolo[5,4-d]azepine). The yield is 62.0%. RXN SMILES: [NH2:1][C:2]1[S:3][C:4]2[CH2:5][CH2:6][N:7]([CH2:12][C:13]3[CH:18]=[CH:17][CH:16]=[CH:15][CH:14]=3)[CH2:8][CH2:9][C:10]=2[N:11]=1.C1(N)C(F)=C(F)C(F)=C(N)C=1F.Cl.Cl.[C:33](OC(=O)C)(=[O:35])[CH3:34]>>[C:33]([NH:1][C:2]1[S:3][C:4]2[CH2:5][CH2:6][N:7]([CH2:12][C:13]3[CH:18]=[CH:17][CH:16]=[CH:15][CH:14]=3)[CH2:8][CH2:9][C:10]=2[N:11]=1)(=[O:35])[CH3:34] |f:1.2.3|. Procedure: Prepared from 2-amino-6-benzyl-4,5,7,8-tetrahydro-6H-thiazolo[5,4-d]azepine (see Example 4 in GB-A-1321509, melting point of the dihydrochloride 232° C.) and 1.2 equivalents of acetic anhydride by refluxing for 2 hours. Yield: 62% of theory, Melting point: 129°-130° C. Starting materials: [C-]#N, CC#N, CC(C)=O, CCOCC, Cl, O=C1CCOc2cc(OS(=O)(=O)C(F)(F)F)ccc21, [K+], O, [Zn], c1ccc(P(c2ccccc2)c2ccccc2)cc1. The product is N#Cc1ccc2c(c1)OCCC2=O. Reaction SMILES: [C-:39]#[N:40].[CH3:42][C:43]#[N:44].[CH3:47][C:48](=[O:49])[CH3:50].[CH3:51][CH2:52][O:53][CH2:54][CH3:55].[ClH:45].[F:1][C:2]([F:3])([F:4])[S:5]([O:6][c:7]1[cH:8][cH:9][c:10]2[c:15]([cH:16]1)[O:14][CH2:13][CH2:12][C:11]2=[O:17])(=[O:18])=[O:19].[K+:41].[OH2:46].[Zn:56].[c:20]1([P:21]([c:22]2[cH:23][cH:24][cH:25][cH:26][cH:27]2)[c:28]2[cH:29][cH:30][cH:31][cH:32][cH:33]2)[cH:34][cH:35][cH:36][cH:37][cH:38]1>>[c:7]1([C:39]#[N:40])[cH:8][cH:9][c:10]2[c:15]([cH:16]1)[O:14][CH2:13][CH2:12][C:11]2=[O:17].